Dataset: the Open Reaction Database (ORD), a public repository of structured organic reaction records. Task: describe an organic reaction: reactants, conditions, products, and yield The reactants are CN (Monomethylamine), NN1C(=NN=C(C1=O)C(C)CC)SC (4-amino-6-sec.-butyl-3-methylthio-1,2,4-triazin-5 (4H)-one), C1(=CC=C(C=C1)S(=O)(=O)O)C (p-toluenesulfonic acid). Run in C(C)(=O)O (acetic acid). Conditions: time 4 hour. The product is NN1C(=NN=C(C1=O)C(C)CC)NC (4-amino-6-sec.-butyl-3-methylamino-1,2,4-triazin-5 (4H)-one). RXN SMILES: [CH3:1][NH2:2].[NH2:3][N:4]1[C:9](=[O:10])[C:8]([CH:11]([CH2:13][CH3:14])[CH3:12])=[N:7][N:6]=[C:5]1SC.C1(C)C=CC(S(O)(=O)=O)=CC=1>C(O)(=O)C>[NH2:3][N:4]1[C:9](=[O:10])[C:8]([CH:11]([CH2:13][CH3:14])[CH3:12])=[N:7][N:6]=[C:5]1[NH:2][CH3:1]. Reported procedure: Monomethylamine was passed for 4 hours into a boiling solution of 42.8 g of 4-amino-6-sec.-butyl-3-methylthio-1,2,4-triazin-5 (4H)-one of which 12 ml of glacial acetic acid and 1 g of p-toluenesulfonic acid had been added, and the mixture was then boiled for a further 4 hours under reflux. The solvent was largely evaporated off in vacuo and the oily residue was taken up in methylene chloride and repeatedly shaken with 10% strength sodium carbonate solution. The organic phase was separated off an... Starting materials: C(C)N (ethylamine), CC1=CC(=NC=C1)C1=NC(=NC=C1)NC#N (N-(4-(4-methylpyridin-2-yl)pyrimidin-2-yl)cyanamide), steel. Run in C(C)O (ethanol). The product is C(C)NC(=N)NC1=NC=CC(=N1)C1=NC=CC(=C1)C (N-ethyl-N′-(4-(4-methylpyridin-2-yl)pyrimidin-2-yl)guanidine). RXN SMILES: [CH2:1]([NH2:3])[CH3:2].[CH3:4][C:5]1[CH:10]=[CH:9][N:8]=[C:7]([C:11]2[CH:16]=[CH:15][N:14]=[C:13]([NH:17][C:18]#[N:19])[N:12]=2)[CH:6]=1>C(O)C>[CH2:1]([NH:3][C:18]([NH:17][C:13]1[N:12]=[C:11]([C:7]2[CH:6]=[C:5]([CH3:4])[CH:10]=[CH:9][N:8]=2)[CH:16]=[CH:15][N:14]=1)=[NH:19])[CH3:2]. Reported procedure: To a solution of ethylamine in ethanol (20 w/w %, 5 ml) was added N-(4-(4-methylpyridin-2-yl)pyrimidin-2-yl)cyanamide (150 mg). The mixture was heated in a steel autoclave at 120° C. for 4.5 hours. After cooling, the solvent was evaporated under reduced pressure. To the residue was added 2-propanol, and the resultant precipitate was collected by filtration and dried under reduced pressure to give N-ethyl-N′-(4-(4-methylpyridin-2-yl)pyrimidin-2-yl)guanidine (50 mg). Starting materials: CCCc1ccc(C(=O)Nc2ccc3sc(C)nc3c2)cc1, CI, [H-], [Na+], CN(C)C=O. The product is CCCc1ccc(C(=O)N(C)c2ccc3sc(C)nc3c2)cc1. RXN SMILES: [CH3:1][c:2]1[s:3][c:4]2[c:5]([n:6]1)[cH:7][c:8]([NH:11][C:12]([c:13]1[cH:14][cH:15][c:16]([CH2:19][CH2:20][CH3:21])[cH:17][cH:18]1)=[O:22])[cH:9][cH:10]2.[CH3:25][I:26].[H-:23].[Na+:24].[O:27]=[CH:28][N:29]([CH3:30])[CH3:31]>>[CH3:1][c:2]1[s:3][c:4]2[c:5]([n:6]1)[cH:7][c:8]([N:11]([C:12]([c:13]1[cH:14][cH:15][c:16]([CH2:19][CH2:20][CH3:21])[cH:17][cH:18]1)=[O:22])[CH3:25])[cH:9][cH:10]2. The reactants are Br, O=C([O-])O, [BH3-]C#N, C1CCOC1, CCOC(C)=O, CC(=O)O, O=C(Cl)OCc1ccccc1, NCCc1ccc(O)c2[nH]c(=O)sc12, [Na+], [Na+], CC(C)(C)OC(=O)NCC=O, O. Yields the product CC(C)(C)OC(=O)NCCN(CCc1ccc(O)c2[nH]c(=O)sc12)C(=O)OCc1ccccc1. RXN SMILES: [BrH:1].[C:16](=[O:17])([O-:18])[OH:19].[C:32]([BH3-:33])#[N:34].[CH2:47]1[O:48][CH2:49][CH2:50][CH2:51]1.[CH3:53][CH2:54][O:55][C:56](=[O:57])[CH3:58].[CH3:59][C:60](=[O:61])[OH:62].[Cl:36][C:37](=[O:38])[O:39][CH2:40][c:41]1[cH:42][cH:43][cH:44][cH:45][cH:46]1.[NH2:2][CH2:3][CH2:4][c:5]1[cH:6][cH:7][c:8]([OH:15])[c:9]2[nH:10][c:11](=[O:14])[s:12][c:13]12.[Na+:20].[Na+:35].[O:21]=[CH:22][CH2:23][NH:24][C:25]([O:26][C:27]([CH3:28])([CH3:29])[CH3:30])=[O:31].[OH2:52]>>[N:2]([CH2:3][CH2:4][c:5]1[cH:6][cH:7][c:8]([OH:15])[c:9]2[nH:10][c:11](=[O:14])[s:12][c:13]12)([CH2:22][CH2:23][NH:24][C:25]([O:26][C:27]([CH3:28])([CH3:29])[CH3:30])=[O:31])[C:37](=[O:38])[O:39][CH2:40][c:41]1[cH:42][cH:43][cH:44][cH:45][cH:46]1. Starting materials: O=C(n1ccnc1)n1ccnc1, CS(N)(=O)=O, CN(C)C=O, CN1CCN(c2cccc(C3Nc4ccc(C(=O)O)cc4CC3(C)C)c2)C(=O)C1=O, [H-], [Na+]. Yields the product CN1CCN(c2cccc(C3Nc4ccc(C(=O)NS(C)(=O)=O)cc4CC3(C)C)c2)C(=O)C1=O. Reaction SMILES: [C:38]([n:39]1[cH:40][cH:41][n:42][cH:43]1)([n:44]1[cH:45][cH:46][n:47][cH:48]1)=[O:49].[CH3:3][S:4](=[O:5])(=[O:6])[NH2:7].[CH3:50][N:51]([CH3:52])[CH:53]=[O:54].[CH3:8][C:9]1([CH3:37])[CH:10]([c:22]2[cH:23][c:24]([N:28]3[C:29](=[O:36])[C:30](=[O:35])[N:31]([CH3:34])[CH2:32][CH2:33]3)[cH:25][cH:26][cH:27]2)[NH:11][c:12]2[cH:13][cH:14][c:15]([C:19](=[O:20])[OH:21])[cH:16][c:17]2[CH2:18]1.[H-:1].[Na+:2]>>[CH3:3][S:4](=[O:5])(=[O:6])[NH:7][C:19]([c:15]1[cH:14][cH:13][c:12]2[c:17]([cH:16]1)[CH2:18][C:9]([CH3:8])([CH3:37])[CH:10]([c:22]1[cH:23][c:24]([N:28]3[C:29](=[O:36])[C:30](=[O:35])[N:31]([CH3:34])[CH2:32][CH2:33]3)[cH:25][cH:26][cH:27]1)[NH:11]2)=[O:20]. Starting materials: C1(CC1)NN (cyclopropylhydrazine), FC(C(CC(C(=O)OCC)=O)=O)(F)F (ethyl 5,5,5-trifluoro-2,4-dioxopentanoate). Yields the product C1(CC1)N1N=C(C=C1C(=O)OCC)C(F)(F)F (ethyl 1-cyclopropyl-3-(trifluoromethyl)-1H-pyrazole-5-carboxylate). As a reaction SMILES: [CH:1]1([NH:4][NH2:5])[CH2:3][CH2:2]1.[F:6][C:7]([F:19])([F:18])[C:8](=O)[CH2:9][C:10](=O)[C:11]([O:13][CH2:14][CH3:15])=[O:12]>>[CH:1]1([N:4]2[C:10]([C:11]([O:13][CH2:14][CH3:15])=[O:12])=[CH:9][C:8]([C:7]([F:6])([F:18])[F:19])=[N:5]2)[CH2:3][CH2:2]1. Procedure details: The title compound was prepared in analogy to the procedure described in Step 17.3 using cyclopropylhydrazine (Step 17.2) and ethyl 5,5,5-trifluoro-2,4-dioxopentanoate at 100° C. for 2 hr. The crude product was purified by silica gel column chromatography (hexane/EtOAc 9:1). tR: 1.23 min (LC-MS 2); ESI-MS: 249.2 [M+H]+ (LC-MS 2); Rf=0.34 (hexane/EtOAc 9:1). Starting materials: N1C(CCCC1)CC=1SC2=C(N1)C=CC=C2 (2-piperidin-2-ylmethyl-benzothiazole), CC1=NOC(=N1)C1=C(C(=O)O)C=CC=C1 (2-(3-methyl-[1,2,4]oxadiazol-5-yl)benzoic acid). Yields the product S1C(=NC2=C1C=CC=C2)CC2N(CCCC2)C(=O)C2=C(C=CC=C2)C2=NC(=NO2)C ((RS)-1-(2-Benzothiazol-2-ylmethylpiperidin-1-yl)-1-[2-(3-methyl-[1,2,4]oxadiazol-5-yl)phenyl]-methanone). Reaction SMILES: [NH:1]1[CH2:6][CH2:5][CH2:4][CH2:3][CH:2]1[CH2:7][C:8]1[S:9][C:10]2[CH:16]=[CH:15][CH:14]=[CH:13][C:11]=2[N:12]=1.[CH3:17][C:18]1[N:22]=[C:21]([C:23]2[CH:31]=[CH:30][CH:29]=[CH:28][C:24]=2[C:25](O)=[O:26])[O:20][N:19]=1>>[S:9]1[C:10]2[CH:16]=[CH:15][CH:14]=[CH:13][C:11]=2[N:12]=[C:8]1[CH2:7][CH:2]1[CH2:3][CH2:4][CH2:5][CH2:6][N:1]1[C:25]([C:24]1[CH:28]=[CH:29][CH:30]=[CH:31][C:23]=1[C:21]1[O:20][N:19]=[C:18]([CH3:17])[N:22]=1)=[O:26]. Procedure: The title compound (0.170 g) was prepared from 2-piperidin-2-ylmethyl-benzothiazole, D30 (0.135 g), and 2-(3-methyl-[1,2,4]oxadiazol-5-yl)benzoic acid (0.126 g) using the procedure described in Example 60.